Dataset: the Open Reaction Database (ORD), a public repository of structured organic reaction records. Task: describe an organic reaction: reactants, conditions, products, and yield Yields the product COC=1C=C2C(=C(N(C2=CC1)C)C(=O)N)OC(C)C (5-Methoxy-1-methyl-3-(1-methylethoxy)-1H-indole-2-carboxamide). Run in C(C)#N (acetonitrile). Reported procedure: A mixture of 5-methoxy-1-methyl-3-(1-methylethoxy)-1H-indole-2-carboxylic acid (4.0 g, 15 mmol; Unangst PC, et al., J. Med. Chem. 1989;32:1360) and 1,1'-carbonyldiimidazole (2.6 g, 16 mmol) in 75 mL of acetonitrile is stirred at reflux for 2 hours. The mixture is cooled slightly and 75 mL of concentrated ammonium hydroxide is added. After stirring for 15 minutes, the mixture is added to 600 g of ice and water. The precipitated solid is filtered, washed with water, and recrystallized from aqueous... Reactants: COC=1C=C2C(=C(N(C2=CC1)C)C(=O)O)OC(C)C (5-methoxy-1-methyl-3-(1-methylethoxy)-1H-indole-2-carboxylic acid), C(=O)(N1C=NC=C1)N1C=NC=C1 (1,1'-carbonyldiimidazole), [OH-].[NH4+] (ammonium hydroxide), ice, O (water). As a reaction SMILES: [CH3:1][O:2][C:3]1[CH:4]=[C:5]2[C:9](=[CH:10][CH:11]=1)[N:8]([CH3:12])[C:7]([C:13](O)=[O:14])=[C:6]2[O:16][CH:17]([CH3:19])[CH3:18].C(N1C=CN=C1)([N:22]1C=CN=C1)=O.[OH-].[NH4+].O>C(#N)C>[CH3:1][O:2][C:3]1[CH:4]=[C:5]2[C:9](=[CH:10][CH:11]=1)[N:8]([CH3:12])[C:7]([C:13]([NH2:22])=[O:14])=[C:6]2[O:16][CH:17]([CH3:19])[CH3:18] |f:2.3|. The yield is 53.4%. The reactants are COC(=O)C(NC(=O)COc1ccc(Cl)cc1)C(C)O, Cc1ccc(S(=O)(=O)Cl)cc1, c1ccncc1. Yields the product COC(=O)C(NC(=O)COc1ccc(Cl)cc1)C(C)OS(=O)(=O)c1ccc(C)cc1. Reaction SMILES: [CH3:1][O:2][C:3]([CH:4]([NH:5][C:6]([CH2:7][O:8][c:9]1[cH:10][cH:11][c:12]([Cl:15])[cH:13][cH:14]1)=[O:16])[CH:17]([OH:18])[CH3:19])=[O:20].[c:21]1([CH3:31])[cH:22][cH:23][c:24]([S:27](=[O:28])(=[O:29])[Cl:30])[cH:25][cH:26]1.[cH:32]1[cH:33][cH:34][n:35][cH:36][cH:37]1>>[CH3:1][O:2][C:3]([CH:4]([NH:5][C:6]([CH2:7][O:8][c:9]1[cH:10][cH:11][c:12]([Cl:15])[cH:13][cH:14]1)=[O:16])[CH:17]([O:18][S:27]([c:24]1[cH:23][cH:22][c:21]([CH3:31])[cH:26][cH:25]1)(=[O:28])=[O:29])[CH3:19])=[O:20]. Starting materials: Cl (hydrochloric acid), BrC=1C=C(C=CC1)O[Si](CC)(CC)CC (3-bromo-O-triethylsilylphenol), CCOC(=O)C (EtOAc), C(CCC)[Li] (n-butyllithium), ligroin. The solvent is O (water), C(C)OCC (diethyl ether). Conditions: temperature -10 celsius, time 3 hour. The product is C(C)[Si](C=1C=C(C=CC1)O)(CC)CC (3-triethylsilylphenol). Yield: 73.0%. RXN SMILES: BrC1C=C(O[Si:9]([CH2:14][CH3:15])([CH2:12][CH3:13])[CH2:10][CH3:11])C=CC=1.[CH2:16]([Li])[CH2:17][CH2:18][CH3:19].CCO[C:24]([CH3:26])=[O:25].Cl>C(OCC)C.O>[CH2:10]([Si:9]([CH2:14][CH3:15])([CH2:12][CH3:13])[C:17]1[CH:16]=[C:24]([OH:25])[CH:26]=[CH:19][CH:18]=1)[CH3:11]. Procedure details: A 500 ml flask equipped with a magnetic stirring bar and a pressure equalizing addition funnel, maintained under static argon atmosphere, was charged with silane (J) (45 g, 157 mmol) dissolved in diethyl ether (100 ml). To this vigorously stirred mixture, maintained at -10° C. in an ice-acetone bath, n-butyllithium (2.5M solution in hexane, 75 ml, 188 mmol) was added dropwise over a period of 20 min. Then the mixture was allowed to warm to room temperature. The reaction was complete in 3 h (TLC,... Reaction SMILES: [CH3:1][O:2][C:3](=[O:19])[CH2:4][C:5]([NH:7][C:8]1[CH:13]=[CH:12][C:11]([NH2:14])=[CH:10][C:9]=1[S:15](=[O:18])(=[O:17])[NH2:16])=[O:6].[CH3:20][S:21](Cl)(=[O:23])=[O:22]>N1C=CC=CC=1>[CH3:1][O:2][C:3](=[O:19])[CH2:4][C:5]([NH:7][C:8]1[CH:13]=[CH:12][C:11]([NH:14][S:21]([CH3:20])(=[O:23])=[O:22])=[CH:10][C:9]=1[S:15](=[O:18])(=[O:17])[NH2:16])=[O:6]. The reactants are COC(CC(=O)NC1=C(C=C(C=C1)N)S(N)(=O)=O)=O (N-(4-amino-2-sulfamoyl-phenyl)-malonamic acid methyl ester), CS(=O)(=O)Cl (methanesulfonyl chloride), COC(CC(=O)NC1=C(C=C(C=C1)N)S(N)(=O)=O)=O (N-(4-amino-2-sulfamoyl-phenyl)-malonamic acid methyl ester). The solvent is N1=CC=CC=C1 (pyridine). Yields the product COC(CC(=O)NC1=C(C=C(C=C1)NS(=O)(=O)C)S(N)(=O)=O)=O (N-(4-methanesulfonylamino-2-sulfamoyl-phenyl)-malonamic acid methyl ester). Reported procedure: mesylating the N-(4-amino-2-sulfamoyl-phenyl)-malonamic acid methyl ester (IV), via addition of methanesulfonyl chloride to a suspension of N-(4-amino-2-sulfamoyl-phenyl)-malonamic acid methyl ester (IV) and pyridine to form the intermediate compound N-(4-methanesulfonylamino-2-sulfamoyl-phenyl)-malonamic acid methyl ester (V). Reactants: C1(=CC=CC=C1)P(C1=CC=CC=C1)C1=CC=CC=C1 (triphenylphosphine), C[Si](C)(C)C#C ((trimethylsilyl) acetylene), BrC=1C=C(C=CC1OCCCNC1=NC=CC=C1)CC(CC(=O)O)(C)C (4-{3-bromo-4-[3-(pyridin-2-ylamino)propoxy]phenyl}-3,3-dimethylbutanoic Acid). The reagents and catalysts are Cl[Pd]([P](C1=CC=CC=C1)(C2=CC=CC=C2)C3=CC=CC=C3)([P](C4=CC=CC=C4)(C5=CC=CC=C5)C6=CC=CC=C6)Cl (Pd(Ph3P)2Cl2). Solvent: CCN(CC)CC (Et3N). Conditions: time 20 hour. Product: C(#C)C=1C=C(C=CC1OCCCNC1=NC=CC=C1)CC(CC(=O)O)(C)C (4-{3-ethynyl-4-[3-(pyridin-2-ylamino)propoxy]phenyl}-3,3-dimethylbutanoic Acid). Yield: 161.9%. As a reaction SMILES: Br[C:2]1[CH:3]=[C:4]([CH2:19][C:20]([CH3:26])([CH3:25])[CH2:21][C:22]([OH:24])=[O:23])[CH:5]=[CH:6][C:7]=1[O:8][CH2:9][CH2:10][CH2:11][NH:12][C:13]1[CH:18]=[CH:17][CH:16]=[CH:15][N:14]=1.[C:27]1(P(C2C=CC=CC=2)C2C=CC=CC=2)C=CC=C[CH:28]=1.C[Si](C#C)(C)C>CCN(CC)CC.Cl[Pd](Cl)([P](C1C=CC=CC=1)(C1C=CC=CC=1)C1C=CC=CC=1)[P](C1C=CC=CC=1)(C1C=CC=CC=1)C1C=CC=CC=1>[C:27]([C:2]1[CH:3]=[C:4]([CH2:19][C:20]([CH3:26])([CH3:25])[CH2:21][C:22]([OH:24])=[O:23])[CH:5]=[CH:6][C:7]=1[O:8][CH2:9][CH2:10][CH2:11][NH:12][C:13]1[CH:18]=[CH:17][CH:16]=[CH:15][N:14]=1)#[CH:28] |^1:61,80|. Procedure: The final product of EXAMPLE 13, STEP 4 (500 mg) was dissolved in Et3N (10 ml) was treated with Cul (40 mg), triphenylphosphine (80 mg), Pd(Ph3P)2Cl2 (40 mg) and (trimethylsilyl) acetylene (1 ml). The reaction mixture was heated to 120 C. in a sealed tube for 20 hours under nitrogen atmosphere. The mixture was cooled to room temperature and was filtered through celite under vacuum. The filtrate was concentrated. The residue was dissolved in ethyl acetate and was washed with a saturated solution ... Reactants: S1C=CC=2C1=CN=CC2 (thieno[2,3-c]pyridine), C(CCC)[Li] (n-butyllithium), C[Sn](C)(C)Cl (trimethyltin chloride). Run in C1CCOC1 (THF), C1CCOC1 (THF). Conditions: temperature 0 celsius, time 15 minute. The product is C[Sn](C1=CC=2C(=CN=CC2)S1)(C)C (2-(trimethylstannyl)thieno[2,3-c]pyridine). Isolated yield 71.4%. Reaction SMILES: [S:1]1[C:5]2=[CH:6][N:7]=[CH:8][CH:9]=[C:4]2[CH:3]=[CH:2]1.C([Li])CCC.[CH3:15][Sn:16](Cl)([CH3:18])[CH3:17]>C1COCC1>[CH3:15][Sn:16]([CH3:18])([CH3:17])[C:2]1[S:1][C:5]2=[CH:6][N:7]=[CH:8][CH:9]=[C:4]2[CH:3]=1. Procedure details: A solution of thieno[2,3-c]pyridine (J. Wikel, et al., J. Heterocycl. Chem., 1993, 30, 289) (2.0 g, 14.8 mmol) in THF (50 mL) at −78° C. was treated with n-butyllithium (2.5 M solution in hexane, 7.1 mL, 17.8 mmol), warmed to 0° C., stirred for 15 minutes, cooled to −78° C., treated slowly with trimethyltin chloride (3.54 g, 17.8 mmol) in THF (10 mL), warmed to room temperature for 2 hours, and partitioned between ethyl acetate and brine. The ethyl acetate solution was washed with water, and con... Reactants: CN1CC(c2cccnc2)C2(CCCN(C(=O)OC(C)(C)C)C2)C1=O, ClCCl, O=C(O)C(F)(F)F. The product is CN1CC(c2cccnc2)C2(CCCNC2)C1=O. As a reaction SMILES: [C:1]([O:2][C:3](=[O:4])[N:8]1[CH2:9][C:10]2([CH:11]([c:17]3[cH:18][n:19][cH:20][cH:21][cH:22]3)[CH2:12][N:13]([CH3:16])[C:14]2=[O:15])[CH2:23][CH2:24][CH2:25]1)([CH3:5])([CH3:6])[CH3:7].[Cl:33][CH2:34][Cl:35].[F:26][C:27]([F:28])([F:29])[C:30]([OH:31])=[O:32]>>[NH:8]1[CH2:9][C:10]2([CH:11]([c:17]3[cH:18][n:19][cH:20][cH:21][cH:22]3)[CH2:12][N:13]([CH3:16])[C:14]2=[O:15])[CH2:23][CH2:24][CH2:25]1. Reactants: C=CCCBr, CC(C)=O, [K+], [K+], O=C([O-])[O-], COC(=O)c1ccc(O)cc1. Yields the product C=CCCOc1ccc(C(=O)OC)cc1. As a reaction SMILES: [Br:1][CH2:2][CH2:3][CH:4]=[CH2:5].[CH3:23][C:24](=[O:25])[CH3:26].[K+:17].[K+:18].[O-:19][C:20]([O-:21])=[O:22].[OH:6][c:7]1[cH:8][cH:9][c:10]([C:11](=[O:12])[O:13][CH3:14])[cH:15][cH:16]1>>[CH2:2]([CH2:3][CH:4]=[CH2:5])[O:6][c:7]1[cH:8][cH:9][c:10]([C:11](=[O:12])[O:13][CH3:14])[cH:15][cH:16]1. Starting materials: N1=CN=C(C=C1)CN1CCN(CC1)C(=O)OCC1=CC=CC=C1 (Benzyl 4-(pyrimidin-4-yl-methyl)piperazine-1-carboxylate), [H][H] (hydrogen). Reagents/catalysts: [Pd] (palladium on carbon). Run in CO (methanol). Yields the product N1(CCNCC1)CC1=NC=NC=C1 (4-(piperazin-1-ylmethyl)pyrimidine). Reaction SMILES: [N:1]1[CH:6]=[CH:5][C:4]([CH2:7][N:8]2[CH2:13][CH2:12][N:11](C(OCC3C=CC=CC=3)=O)[CH2:10][CH2:9]2)=[N:3][CH:2]=1.[H][H]>[Pd].CO>[N:8]1([CH2:7][C:4]2[CH:5]=[CH:6][N:1]=[CH:2][N:3]=2)[CH2:9][CH2:10][NH:11][CH2:12][CH2:13]1. Procedure details: To 0.01 g (0.09 mmol) of 10% palladium on carbon was added a solution of 0.14 g (0.45 mmol) of the title compound from Step A in 5 mL anhydrous methanol. The resulting suspension was subjected to hydrogen at atmospheric pressure while stirring. After 4 h the mixture was filtered through a pad of Celite. The pad was washed with methanol (25 mL) and the combined filtrates were concentrated in vacuo to afford the title compound as a pale yellow residue without further purification. LC/MS: m/z (ES) ...